This data is from the Open Reaction Database (ORD), a public repository of structured organic reaction records. The task is: describe an organic reaction: reactants, conditions, products, and yield The reactants are O (water), BrC1=CC=C(C=C1)[N+](=O)[O-] (1-bromo-4-nitrobenzene), N1CCCCC1 (piperidine), C([O-])([O-])=O.[K+].[K+] (potassium carbonate). Solvent: CS(=O)C (dimethylsulfoxide). Conditions: temperature 100 celsius. Yields the product N1(CCCCC1)C1=CC=C(C=C1)[N+](=O)[O-] (4-(piperidin-1-yl)-1-nitrobenzene). As a reaction SMILES: Br[C:2]1[CH:7]=[CH:6][C:5]([N+:8]([O-:10])=[O:9])=[CH:4][CH:3]=1.[NH:11]1[CH2:16][CH2:15][CH2:14][CH2:13][CH2:12]1.C(=O)([O-])[O-].[K+].[K+].O>CS(C)=O>[N:11]1([C:2]2[CH:7]=[CH:6][C:5]([N+:8]([O-:10])=[O:9])=[CH:4][CH:3]=2)[CH2:16][CH2:15][CH2:14][CH2:13][CH2:12]1 |f:2.3.4|. Procedure: 0.202 g (1.0 mmol) of 1-bromo-4-nitrobenzene and 0.20 ml of piperidine (2.0 mmol) were dissolved in 3 ml of dimethylsulfoxide. 0.207 g (1.5 mmol) of potassium carbonate was added and the reaction mixture was heated to 100° C. After 2 h 100 ml of water was added, and the mixture was extracted a few times with dichloromethane. The combined organic layers were dried over sodium sulfate and evaporated to obtain crude 4-(piperidin-1-yl)-1-nitrobenzene. Following the procedure outlined in Step 2 of Ex... RXN SMILES: Cl[CH2:2][C:3]([NH:5][CH2:6][CH2:7][C:8]([C:13]1[CH:18]=[CH:17][C:16]([Cl:19])=[C:15]([Cl:20])[CH:14]=1)([OH:12])[CH2:9][O:10][CH3:11])=[O:4].CC(C)([O-])C.[Na+]>C1COCC1>[Cl:20][C:15]1[CH:14]=[C:13]([C:8]2([CH2:9][O:10][CH3:11])[O:12][CH2:2][C:3](=[O:4])[NH:5][CH2:6][CH2:7]2)[CH:18]=[CH:17][C:16]=1[Cl:19] |f:1.2|. Procedure details: To a solution of 2-chloro-N-[(3RS)-3-(3,4-dichlorophenyl)-3-hydroxy-4-methoxybutyl]acetamide (2.10 g) in THF (150 ml) was added sodium tert-butoxide (592 mg), and the mixture was heated under reflux for 10 min. The reaction mixture was quenched with water, and the mixture was extracted with ethyl acetate. The organic layer was washed with brine, and dried over anhydrous magnesium sulfate, and the solvent was evaporated. The residue was purified by silica gel column chromatography (eluent; hexane... Starting materials: ClCC(=O)NCCC(COC)(O)C1=CC(=C(C=C1)Cl)Cl (2-chloro-N-[(3RS)-3-(3,4-dichlorophenyl)-3-hydroxy-4-methoxybutyl]acetamide), CC(C)([O-])C.[Na+] (sodium tert-butoxide). The yield is 113.6%. The solvent is C1CCOC1 (THF). Yields the product ClC=1C=C(C=CC1Cl)C1(CCNC(CO1)=O)COC ((7RS)-7-(3,4-dichlorophenyl)-7-(methoxymethyl)-1,4-oxazepan-3-one). The product is CN1CCC(C(c2ccccc2)N2CCN(C(=O)NC(c3ccccc3)c3ccccc3)CC2)CC1. Reaction SMILES: [CH2:37]([Cl:38])[Cl:39].[c:1]1([CH:7]([N:8]2[CH2:9][CH2:10][NH:11][CH2:12][CH2:13]2)[CH:14]2[CH2:15][CH2:16][N:17]([CH3:20])[CH2:18][CH2:19]2)[cH:2][cH:3][cH:4][cH:5][cH:6]1.[c:21]1([CH:27]([c:28]2[cH:29][cH:30][cH:31][cH:32][cH:33]2)[N:34]=[C:35]=[O:36])[cH:22][cH:23][cH:24][cH:25][cH:26]1>>[c:1]1([CH:7]([N:8]2[CH2:9][CH2:10][N:11]([C:35]([NH:34][CH:27]([c:21]3[cH:22][cH:23][cH:24][cH:25][cH:26]3)[c:28]3[cH:29][cH:30][cH:31][cH:32][cH:33]3)=[O:36])[CH2:12][CH2:13]2)[CH:14]2[CH2:15][CH2:16][N:17]([CH3:20])[CH2:18][CH2:19]2)[cH:2][cH:3][cH:4][cH:5][cH:6]1. Starting materials: ClCCl, CN1CCC(C(c2ccccc2)N2CCNCC2)CC1, O=C=NC(c1ccccc1)c1ccccc1. The reactants are C1CCOC1, [Li]CCCC, C#C[Si](C)(C)C, CCCCCC, Cl, O=CCOc1ccccc1. Yields the product C[Si](C)(C)C#CC(O)COc1ccccc1. Reaction SMILES: [CH2:23]1[O:24][CH2:25][CH2:26][CH2:27]1.[CH2:7]([Li:8])[CH2:9][CH2:10][CH3:11].[CH3:1][Si:2]([CH3:3])([CH3:4])[C:5]#[CH:6].[CH3:28][CH2:29][CH2:30][CH2:31][CH2:32][CH3:33].[ClH:22].[O:12]([c:13]1[cH:14][cH:15][cH:16][cH:17][cH:18]1)[CH2:19][CH:20]=[O:21]>>[CH3:1][Si:2]([CH3:3])([CH3:4])[C:5]#[C:6][CH:20]([CH2:19][O:12][c:13]1[cH:14][cH:15][cH:16][cH:17][cH:18]1)[OH:21]. The reactants are C=O, O=CO, COc1cc2ncnc(Nc3cccc(Cl)c3F)c2cc1OC1CCN(C(=O)OC(C)(C)C)C1. The product is COc1cc2ncnc(Nc3cccc(Cl)c3F)c2cc1OC1CCN(C)C1. RXN SMILES: [CH2:35]=[O:36].[CH:37]([OH:38])=[O:39].[Cl:1][c:2]1[c:3]([F:34])[c:4]([NH:5][c:6]2[n:7][cH:8][n:9][c:10]3[cH:11][c:12]([O:29][CH3:30])[c:13]([O:16][CH:17]4[CH2:18][N:19]([C:22]([O:23][C:24]([CH3:25])([CH3:26])[CH3:27])=[O:28])[CH2:20][CH2:21]4)[cH:14][c:15]23)[cH:31][cH:32][cH:33]1>>[Cl:1][c:2]1[c:3]([F:34])[c:4]([NH:5][c:6]2[n:7][cH:8][n:9][c:10]3[cH:11][c:12]([O:29][CH3:30])[c:13]([O:16][CH:17]4[CH2:18][N:19]([CH3:22])[CH2:20][CH2:21]4)[cH:14][c:15]23)[cH:31][cH:32][cH:33]1. Starting materials: C1(CCC1)C(CC(=O)OC)NC1=NC(=NC=C1F)C1=CN(C2=NC=C(C=C21)F)S(=O)(=O)C2=CC=C(C)C=C2 (methyl 3-cyclobutyl-3-((5-fluoro-2-(5-fluoro-1-tosyl-1H-pyrrolo[2,3-b]pyridin-3-yl)pyrimidin-4-yl)amino)propanoate), C1(CCC1)C(CC(=O)[O-])NC1=NC(=NC=C1F)C1=CN(C2=NC=C(C=C21)F)S(=O)(=O)C2=CC=C(C)C=C2 ((+/−)-3-cyclobutyl-3-((5-fluoro-2-(5-fluoro-1-tosyl-1H-pyrrolo[2,3-b]pyridin-3-yl)pyrimidin-4-yl)amino)propanoate), C[O-].[Na+] (NaOMe). The solvent is CO (methanol). Run at time 5 minute. Product: C1(CCC1)C(CC(=O)OC)NC1=NC(=NC=C1F)C1=CNC2=NC=C(C=C21)F ((+/−)-methyl 3-cyclobutyl-3-((5-fluoro-2-(5-fluoro-1H-pyrrolo[2,3-b]pyridin-3-yl)pyrimidin-4-yl)amino)propanoate). As a reaction SMILES: [CH:1]1([CH:5]([NH:11][C:12]2[C:17]([F:18])=[CH:16][N:15]=[C:14]([C:19]3[C:27]4[C:22](=[N:23][CH:24]=[C:25]([F:28])[CH:26]=4)[N:21](S(C4C=CC(C)=CC=4)(=O)=O)[CH:20]=3)[N:13]=2)[CH2:6][C:7]([O:9][CH3:10])=[O:8])[CH2:4][CH2:3][CH2:2]1.C1(C(NC2C(F)=CN=C(C3C4C(=NC=C(F)C=4)N(S(C4C=CC(C)=CC=4)(=O)=O)C=3)N=2)CC([O-])=O)CCC1.C[O-].[Na+]>CO>[CH:1]1([CH:5]([NH:11][C:12]2[C:17]([F:18])=[CH:16][N:15]=[C:14]([C:19]3[C:27]4[C:22](=[N:23][CH:24]=[C:25]([F:28])[CH:26]=4)[NH:21][CH:20]=3)[N:13]=2)[CH2:6][C:7]([O:9][CH3:10])=[O:8])[CH2:2][CH2:3][CH2:4]1 |f:2.3|. Procedure details: To a racemic solution of methyl 3-cyclobutyl-3-((5-fluoro-2-(5-fluoro-1-tosyl-1H-pyrrolo[2,3-b]pyridin-3-yl)pyrimidin-4-yl)amino)propanoate, 51a, (0.151 g, 0.280 mmol) in methanol (1.5 mL) was added NaOMe (1.5 mL of 25% w/v solution, 6.941 mmol). After stirring the reaction mixture at room temperature for 5 minutes, the mixture was quenched with aqueous saturated NH4Cl solution and diluted with EtOAc and water. The layers were separated and the organic phase was washed with brine, dried (MgSO4),... Reaction SMILES: [C:1](OC(=O)C)(=[O:3])[CH3:2].[CH3:8][CH:9]([CH2:18][CH2:19][CH:20]=[C:21]([CH3:23])[CH3:22])[CH2:10][CH:11]([OH:17])[CH:12]([N+:14]([O-:16])=[O:15])[CH3:13].CCOCC>OS(O)(=O)=O.O>[C:1]([O:17][CH:11]([CH2:10][CH:9]([CH3:8])[CH2:18][CH2:19][CH:20]=[C:21]([CH3:23])[CH3:22])[CH:12]([N+:14]([O-:16])=[O:15])[CH3:13])(=[O:3])[CH3:2]. Yield: 87.0%. Yields the product C(C)(=O)OC(C(C)[N+](=O)[O-])CC(CCC=C(C)C)C (5,9-Dimethyl-2-nitrodec-8-en-3-yl acetate). Conditions: temperature -10 celsius, time 12.5 minute. Reagents/catalysts: OS(=O)(=O)O (H2SO4). The solvent is O (H2O). Reactants: C(C)(=O)OC(C)=O (acetic anhydride), CC(CC(C(C)[N+](=O)[O-])O)CCC=C(C)C (5,9-Dimethyl-2-nitrodec-8-en-3-ol), CCOCC (ether). Reported procedure: A flask containing 1.3 g of acetic anhydride was cooled to −10° C. with a salt-ice bath, and 2.34 g of 6 was added with magnetic stirring under an N2 atmosphere. After 10-15 min, 2-5 drops of concentrated H2SO4 were added. The reaction mixture was allowed to stir for an additional 10 min, after which it was treated with 40 mL of ether and 10 mL of H2O. The mixture was extracted three times with 15 mL of saturated aqueous sodium bicarbonate and once with 10 mL of saturated aqueous NaCl. The ether...